The task is: describe an organic reaction: reactants, conditions, products, and yield. This data is from the Open Reaction Database (ORD), a public repository of structured organic reaction records. Starting materials: CCOC(=O)C1(Cc2cccc([N+](=O)[O-])c2)CCN(C(=O)OC(C)(C)C)CC1, CS(=O)(=O)Cl, CCO. Product: CCOC(=O)C1(Cc2cccc(NS(C)(=O)=O)c2)CCN(C(=O)OC(C)(C)C)CC1. As a reaction SMILES: [C:1]([CH3:2])([CH3:3])([CH3:4])[O:5][C:6](=[O:7])[N:8]1[CH2:9][CH2:10][C:11]([C:14](=[O:15])[O:16][CH2:17][CH3:18])([CH2:19][c:20]2[cH:21][c:22]([N+:26]([O-:27])=[O:28])[cH:23][cH:24][cH:25]2)[CH2:12][CH2:13]1.[CH3:29][S:30]([Cl:31])(=[O:32])=[O:33].[CH3:34][CH2:35][OH:36]>>[C:1]([CH3:2])([CH3:3])([CH3:4])[O:5][C:6](=[O:7])[N:8]1[CH2:9][CH2:10][C:11]([C:14](=[O:15])[O:16][CH2:17][CH3:18])([CH2:19][c:20]2[cH:21][c:22]([NH:26][S:30]([CH3:29])(=[O:32])=[O:33])[cH:23][cH:24][cH:25]2)[CH2:12][CH2:13]1. The reactants are 26C, COC(C1=C(N=C(C=C1)C1=CC=C(C=C1)C(F)(F)F)C)=O (2-methyl-6-(4-trifluoromethyl-phenyl)-nicotinic acid methyl ester), C(C)OC(C(C)(C)OC1=CC(=CC=C1)CN)=O (2-(3-aminomethyl-phenoxy)-2-methyl-propionic acid ethyl ester), CC1=C(C(=O)O)C=CC(=N1)C1=CC=C(C=C1)C(F)(F)F (2-methyl-6-(4-trifluoromethyl-phenyl)-nicotinic acid). The product is C(C)OC(C(C)(OC1=CC(=CC=C1)CNC(=O)C=1C(=NC(=CC1)C1=CC=C(C=C1)C(F)(F)F)C)C)=O (2-methyl-2-[3-({[2-methyl-6-(4-trifluoromethyl-phenyl)-pyridine-3-carbonyl]-amino}-methyl)-phenoxy]-propionic acid ethyl ester). As a reaction SMILES: [CH2:1]([O:3][C:4](=[O:17])[C:5]([O:8][C:9]1[CH:14]=[CH:13][CH:12]=[C:11]([CH2:15][NH2:16])[CH:10]=1)([CH3:7])[CH3:6])[CH3:2].[CH3:18][C:19]1[N:27]=[C:26]([C:28]2[CH:33]=[CH:32][C:31]([C:34]([F:37])([F:36])[F:35])=[CH:30][CH:29]=2)[CH:25]=[CH:24][C:20]=1[C:21](O)=[O:22].COC(=O)C1C=CC(C2C=CC(C(F)(F)F)=CC=2)=NC=1C>>[CH2:1]([O:3][C:4](=[O:17])[C:5]([CH3:7])([O:8][C:9]1[CH:14]=[CH:13][CH:12]=[C:11]([CH2:15][NH:16][C:21]([C:20]2[C:19]([CH3:18])=[N:27][C:26]([C:28]3[CH:33]=[CH:32][C:31]([C:34]([F:37])([F:35])[F:36])=[CH:30][CH:29]=3)=[CH:25][CH:24]=2)=[O:22])[CH:10]=1)[CH3:6])[CH3:2]. Reported procedure: In analogy to the procedures described in example 26B] and 26C], 2-(3-aminomethyl-phenoxy)-2-methyl-propionic acid ethyl ester (example 52B]) was reacted with 2-methyl-6-(4-trifluoromethyl-phenyl)-nicotinic acid (prepared from 2-methyl-6-(4-trifluoromethyl-phenyl)-nicotinic acid methyl ester (example 1L]) in analogy to the procedure described in example 53B]) to give 2-methyl-2-[3-({[2-methyl-6-(4-trifluoromethyl-phenyl)-pyridine-3-carbonyl]-amino}-methyl)-phenoxy]-propionic acid ethyl ester, wh...